From a dataset of the Open Reaction Database (ORD), a public repository of structured organic reaction records. describe an organic reaction: reactants, conditions, products, and yield Reactants: c1ccc2c(c1)Cc1ccccc1-2, CCOCC, CCCCCC, CC1=C([Zr+2]C2=C(C)C=CC2)CC=C1, [Cl-], [Cl-], [Li]CCCC. Product: CC1=C([Zr+](C2=C(C)C=CC2)c2cccc3c2Cc2ccccc2-3)CC=C1, [Cl-]. Reaction SMILES: [CH2:1]1[c:2]2[cH:3][cH:4][cH:5][cH:6][c:7]2-[c:8]2[cH:9][cH:10][cH:11][cH:12][c:13]21.[CH2:40]([O:41][CH2:42][CH3:43])[CH3:44].[CH3:14][CH2:15][CH2:16][CH2:17][CH2:18][CH3:19].[CH3:27][C:28]1=[C:29]([Zr+2:33][C:34]2=[C:35]([CH3:39])[CH:36]=[CH:37][CH2:38]2)[CH2:30][CH:31]=[CH:32]1.[Cl-:25].[Cl-:26].[Li:20][CH2:21][CH2:22][CH2:23][CH3:24]>>[CH2:1]1[c:2]2[cH:3][cH:4][cH:5][cH:6][c:7]2-[c:8]2[cH:9][cH:10][cH:11][c:12]([Zr+:33]([C:29]3=[C:28]([CH3:27])[CH:32]=[CH:31][CH2:30]3)[C:34]3=[C:35]([CH3:39])[CH:36]=[CH:37][CH2:38]3)[c:13]21.[Cl-:25]. Reactants: ClC1=C(C=C(N=N1)N)C (6-chloro-5-methylpyridazin-3-amine), ClCC=O (chloroacetaldehyde). Run in C(CCC)O (n-butanol). Yields the product ClC=1C(=CC=2N(N1)C=CN2)C (6-chloro-7-methylimidazo[1,2-b]pyridazine). Isolated yield 33.4%. As a reaction SMILES: [Cl:1][C:2]1[N:7]=[N:6][C:5]([NH2:8])=[CH:4][C:3]=1[CH3:9].Cl[CH2:11][CH:12]=O>C(O)CCC>[Cl:1][C:2]1[C:3]([CH3:9])=[CH:4][C:5]2[N:6]([CH:11]=[CH:12][N:8]=2)[N:7]=1. Reported procedure: 6-chloro-5-methylpyridazin-3-amine 7 (0.6 g, 4.18 mmol) was dissolved in n-butanol (10 ml) and chloroacetaldehyde (0.328 g, 4.18 mmol) was added. The reaction was refluxed for 6 hrs and n-butanol was removed under reduced pressure. The crude product was purified by column chromatography (DCM/hexane, 70:30) to afford compound 8 (0.234 g, yield=33.4%). The reactants are CCOC(=O)CBr, CC(=O)c1ccc(-c2ccccc2)cc1, COB(OC)OC, [NH4+], C1CCOC1, [OH-], OCC(O)CO, [Zn]. Yields the product CCOC(=O)C=C(C)c1ccc(-c2ccccc2)cc1. RXN SMILES: [Br:16][CH2:17][C:18](=[O:19])[O:20][CH2:21][CH3:22].[C:1]([CH3:2])(=[O:3])[c:4]1[cH:5][cH:6][c:7](-[c:10]2[cH:11][cH:12][cH:13][cH:14][cH:15]2)[cH:8][cH:9]1.[CH3:36][O:37][B:38]([O:39][CH3:40])[O:41][CH3:42].[NH4+:23].[O:31]1[CH2:32][CH2:33][CH2:34][CH2:35]1.[OH-:24].[OH:25][CH2:26][CH:27]([CH2:28][OH:29])[OH:30].[Zn:43]>>[C:1]([CH3:2])([c:4]1[cH:5][cH:6][c:7](-[c:10]2[cH:11][cH:12][cH:13][cH:14][cH:15]2)[cH:8][cH:9]1)=[CH:17][C:18](=[O:19])[O:20][CH2:21][CH3:22]. Starting materials: BrC=1C=C(C(=O)O)C=CC1OC (3-bromo-4-methoxy-benzoic acid), O=S1(CCN(CC1)CC1=CC=C(C=C1)N)=O (4-(1,1-dioxo-1lambda*6*-thiomorpholin-4-ylmethyl)-phenylamine), CCN=C=NCCCN(C)C (EDAC), C=1C=CC2=C(C1)N=NN2O (HOBT), CN1CCOCC1 (N-methylmorpholine). The solvent is CN(C)C=O (DMF), O (water). Conditions: time 18 hour. Yields the product BrC=1C=C(C(=O)NC2=CC=C(C=C2)CCN2CCS(CC2)(=O)=O)C=CC1OC (3-Bromo-N-[4-(1,1-dioxo-1lambda*6*-thiomorpholin-4-ylethyl)-phenyl]-4-methoxy-benzamide). RXN SMILES: [Br:1][C:2]1[CH:3]=[C:4]([CH:8]=[CH:9][C:10]=1[O:11][CH3:12])[C:5]([OH:7])=O.[O:13]=[S:14]1(=[O:28])[CH2:19][CH2:18][N:17]([CH2:20][C:21]2C=CC(N)=CC=2)[CH2:16][CH2:15]1.CCN=C=NCCCN(C)C.[CH:40]1[CH:41]=[CH:42][C:43]2N(O)N=[N:46][C:44]=2[CH:45]=1.CN1CCOCC1>CN(C=O)C.O>[Br:1][C:2]1[CH:3]=[C:4]([CH:8]=[CH:9][C:10]=1[O:11][CH3:12])[C:5]([NH:46][C:44]1[CH:45]=[CH:40][C:41]([CH2:21][CH2:20][N:17]2[CH2:18][CH2:19][S:14](=[O:28])(=[O:13])[CH2:15][CH2:16]2)=[CH:42][CH:43]=1)=[O:7]. Reported procedure: A mixture of 3-bromo-4-methoxy-benzoic acid (500 mg), 4-(1,1-dioxo-1lambda*6*-thiomorpholin-4-ylmethyl)-phenylamine (519 mg), EDAC (830 mg), HOBT (585 mg) and N-methylmorpholine (712 μl) in DMF (3 ml) was stirred at room temperature for 18 h. The mixture was then diluted with water (30 ml) and the resulting solid collected by filtration and dried (882 mg) Reactants: BrC1=CC=C2C(=CNC2=C1)C#N (6-bromo-1H-indole-3-carbonitrile), C(C)OC(C=C(C1=CC=CC=C1)C1=C2C=CNC2=CC(=C1)OC)=O (3-(6-Methoxy-1H-Indol-4-yl)-3-phenyl-acrylic acid ethyl ester). The product is C(C)OC(C=C(C1=CC=CC=C1)C1=CC=C2C(=CNC2=C1)C#N)=O (3-(3-Cyano-1H-indol-6-yl)-3-phenyl-acrylic acid ethyl ester). RXN SMILES: Br[C:2]1[CH:10]=[C:9]2[C:5]([C:6]([C:11]#[N:12])=[CH:7][NH:8]2)=[CH:4][CH:3]=1.[CH2:13]([O:15][C:16](=[O:36])[CH:17]=[C:18](C1C=C(OC)C=C2C=1C=CN2)[C:19]1[CH:24]=[CH:23][CH:22]=[CH:21][CH:20]=1)[CH3:14]>>[CH2:13]([O:15][C:16](=[O:36])[CH:17]=[C:18]([C:2]1[CH:10]=[C:9]2[C:5]([C:6]([C:11]#[N:12])=[CH:7][NH:8]2)=[CH:4][CH:3]=1)[C:19]1[CH:24]=[CH:23][CH:22]=[CH:21][CH:20]=1)[CH3:14]. Reported procedure: 3-(3-Cyano-1H-indol-6-yl)-3-phenyl-acrylic acid ethyl ester CLII was prepared from 6-bromo-1H-indole-3-carbonitrile using the procedure described above for preparation of 3-(6-Methoxy-1H-Indol-4-yl)-3-phenyl-acrylic acid ethyl ester CXVI (Example 25). Reactants: COC=1C=C2C(=CNC2=CC1)C1=CC=2C(=NC=C3C2N(N=C3)C)N1S(=O)(=O)C1=CC=C(C)C=C1 (7-(5-methoxy-1H-indol-3-yl)-1-methyl-6-tosyl-1,6-dihydropyrazolo[3,4-d]pyrrolo[2,3-b]pyridine), [H-].[Na+] (NaH), ClCC1OC1 (2-(chloromethyl)oxirane). Run in CN(C)C=O (DMF). Reaction conditions: time 2 hour. Yields the product COC=1C=C2C(=CN(C2=CC1)CC1OC1)C1=CC=2C(=NC=C3C2N(N=C3)C)N1S(=O)(=O)C1=CC=C(C)C=C1 (7-(5-methoxy-1-(oxiran-2-ylmethyl)-1H-indol-3-yl)-1-methyl-6-tosyl-1,6-dihydropyrazolo[3,4-d]pyrrolo[2,3-b]pyridine). Yield: 100.0%. Reaction SMILES: [CH3:1][O:2][C:3]1[CH:4]=[C:5]2[C:9](=[CH:10][CH:11]=1)[NH:8][CH:7]=[C:6]2[C:12]1[N:24]([S:25]([C:28]2[CH:34]=[CH:33][C:31]([CH3:32])=[CH:30][CH:29]=2)(=[O:27])=[O:26])[C:15]2=[N:16][CH:17]=[C:18]3[CH:22]=[N:21][N:20]([CH3:23])[C:19]3=[C:14]2[CH:13]=1.[H-].[Na+].Cl[CH2:38][CH:39]1[CH2:41][O:40]1>CN(C=O)C>[CH3:1][O:2][C:3]1[CH:4]=[C:5]2[C:9](=[CH:10][CH:11]=1)[N:8]([CH2:38][CH:39]1[CH2:41][O:40]1)[CH:7]=[C:6]2[C:12]1[N:24]([S:25]([C:28]2[CH:34]=[CH:33][C:31]([CH3:32])=[CH:30][CH:29]=2)(=[O:27])=[O:26])[C:15]2=[N:16][CH:17]=[C:18]3[CH:22]=[N:21][N:20]([CH3:23])[C:19]3=[C:14]2[CH:13]=1 |f:1.2|. Reported procedure: To a reaction flask was added 7-(5-methoxy-1H-indol-3-yl)-1-methyl-6-tosyl-1,6-dihydropyrazolo[3,4-d]pyrrolo[2,3-b]pyridine (0.100 g, 0.212 mmol; Preparation #P.1.1), DMF (3 mL) and 60 wt % NaH (0.010 g, 0.254 mmol) and 2-(chloromethyl)oxirane (0.026 g, 0.276 mmol). The mixture was stirred for about 2 h at rt. The mixture was concentrated in vacuo to provide 7-(5-methoxy-1-(oxiran-2-ylmethyl)-1H-indol-3-yl)-1-methyl-6-tosyl-1,6-dihydropyrazolo[3,4-d]pyrrolo[2,3-b]pyridine (100% yield assumed and... Reactants: C1(=CC=CC=C1)CCC(C(=O)OCC)C(=O)C (Ethyl 2-(2-phenylethyl)acetoacetate), COC=1C=C(N)C=C(C1)OC (3,5-dimethoxyaniline), CS(=O)(=O)O (Methanesulfonic acid). Run in C=1(C(=CC=CC1)C)C (xylene). Conditions: temperature 80 celsius. Yields the product COC1=C2C(=C(C(NC2=CC(=C1)OC)=O)CCC1=CC=CC=C1)C (5,7-Dimethoxy-4-methyl-3-(2-phenylethyl)-2(1H)-quinolinone). Reaction SMILES: [C:1]1([CH2:7][CH2:8][CH:9]([C:15]([CH3:17])=O)[C:10]([O:12]CC)=O)[CH:6]=[CH:5][CH:4]=[CH:3][CH:2]=1.[CH3:18][O:19][C:20]1[CH:21]=[C:22]([CH:24]=[C:25]([O:27][CH3:28])[CH:26]=1)[NH2:23].CS(O)(=O)=O>C1(C)C(C)=CC=CC=1>[CH3:28][O:27][C:25]1[CH:26]=[C:20]([O:19][CH3:18])[CH:21]=[C:22]2[C:24]=1[C:15]([CH3:17])=[C:9]([CH2:8][CH2:7][C:1]1[CH:2]=[CH:3][CH:4]=[CH:5][CH:6]=1)[C:10](=[O:12])[NH:23]2. Reported procedure: Ethyl 2-(2-phenylethyl)acetoacetate (2.70 g) in xylene (5 ml) was treated with 3,5-dimethoxyaniline (1.60 g) at 150° C. as described in example 19a. Methanesulfonic acid (4.0 ml) was added at room temperature and the mixture heated at 80° C. for 1 hour. The product was isolated as described in example 19a. Yield 1.38 g (41%). The reactants are CN1CCNCC1 (N-methylpiperazine), ClC1=C2CNC(C2=C(C=C1OCCCCl)C=1N(C2=CC=C(C=C2C1)CN1CCCCC1)C(=O)OC(C)(C)C)=O (4-chloro-5-(3-chloropropoxy)-7-[1-(tert-butoxycarbonyl)-5-(piperidin-1-ylmethyl)indol-2-yl]isoindolinone), O (water). Solvent: CN(C(C)=O)C (N,N-dimethylacetoamide). Yields the product ClC1=C2CNC(C2=C(C=C1OCCCN1CCN(CC1)C)C=1N(C2=CC=C(C=C2C1)CN1CCCCC1)C(=O)OC(C)(C)C)=O (4-chloro-5-[3-(4-methylpyperazin-1-yl)propoxy]-7-[1-(tert-butoxycarbonyl)-5-(piperidin-1-ylmethyl)indol-2-yl]isoindolinone). Isolated yield 61.5%. RXN SMILES: [Cl:1][C:2]1[C:10]([O:11][CH2:12][CH2:13][CH2:14]Cl)=[CH:9][C:8]([C:16]2[N:17]([C:32]([O:34][C:35]([CH3:38])([CH3:37])[CH3:36])=[O:33])[C:18]3[C:23]([CH:24]=2)=[CH:22][C:21]([CH2:25][N:26]2[CH2:31][CH2:30][CH2:29][CH2:28][CH2:27]2)=[CH:20][CH:19]=3)=[C:7]2[C:3]=1[CH2:4][NH:5][C:6]2=[O:39].[CH3:40][N:41]1[CH2:46][CH2:45][NH:44][CH2:43][CH2:42]1.O>CN(C)C(=O)C>[Cl:1][C:2]1[C:10]([O:11][CH2:12][CH2:13][CH2:14][N:44]2[CH2:45][CH2:46][N:41]([CH3:40])[CH2:42][CH2:43]2)=[CH:9][C:8]([C:16]2[N:17]([C:32]([O:34][C:35]([CH3:38])([CH3:37])[CH3:36])=[O:33])[C:18]3[C:23]([CH:24]=2)=[CH:22][C:21]([CH2:25][N:26]2[CH2:27][CH2:28][CH2:29][CH2:30][CH2:31]2)=[CH:20][CH:19]=3)=[C:7]2[C:3]=1[CH2:4][NH:5][C:6]2=[O:39]. Procedure details: In a similar manner to Step 2 of Example 440, 4-chloro-5-(3-chloropropoxy)-7-[1-(tert-butoxycarbonyl)-5-(piperidin-1-ylmethyl)indol-2-yl]isoindolinone (87.1 mg, 0.152 mmol) was dissolved in N,N-dimethylacetoamide (0.9 mL), and the solution was treated with N-methylpiperazine (0.138 mL, 1.58 mmol). The reaction mixture was added with water. The obtained solid was collected by filtration and washed with water, followed by drying under reduced pressure to obtain 4-chloro-5-[3-(4-methylpyperazin-1-y... The reactants are C(C)(C)(C)OC(N[C@H]1C(NCC1)=O)=O ((2-oxopyrrolidin-3-(R)-yl)carbamic acid tert-butyl ester), BrCC1=CC=C2C=CN=C(C2=C1)Cl (7-bromomethyl-1-chloroisoquinoline). The product is C(C)(C)(C)OC(N[C@H]1C(N(CC1)CC1=CC=C2C=CN=C(C2=C1)Cl)=O)=O ([1-(1-Chloroisoquinolin-7-ylmethyl)-2-oxopyrrolidin-3-(R)-yl]carbamic acid tert-butyl ester). Isolated yield 80.1%. RXN SMILES: [C:1]([O:5][C:6](=[O:14])[NH:7][C@@H:8]1[CH2:12][CH2:11][NH:10][C:9]1=[O:13])([CH3:4])([CH3:3])[CH3:2].Br[CH2:16][C:17]1[CH:26]=[C:25]2[C:20]([CH:21]=[CH:22][N:23]=[C:24]2[Cl:27])=[CH:19][CH:18]=1>>[C:1]([O:5][C:6](=[O:14])[NH:7][C@@H:8]1[CH2:12][CH2:11][N:10]([CH2:16][C:17]2[CH:26]=[C:25]3[C:20]([CH:21]=[CH:22][N:23]=[C:24]3[Cl:27])=[CH:19][CH:18]=2)[C:9]1=[O:13])([CH3:4])([CH3:2])[CH3:3]. Procedure: Same procedure as EXAMPLE 101D, but using (2-oxopyrrolidin-3-(R)-yl)carbamic acid tert-butyl ester (312 mg, 1.56 mmol) and 7-bromomethyl-1-chloroisoquinoline (440 mg, 1.72 mmol) as the starting materials. The crude product is purified by column chromatography on silica with 50-100% ethyl acetate/hexanes. The product fractions are combined and concentrated to give the product as a pale yellow powder (471 mg. 1.25 mmol). Starting materials: [I-].[K+] (potassium iodide), ClCCCN1CCN(CC1)C1=NC=CC=N1 (1-(3-chloropropyl)-4-(2-pyrimidinyl)piperazine), FC1=CC=C(C=C1)C(=C1CCNCC1)C1=CC=C(C=C1)F (4-[bis(4-fluorophenyl)methylene]piperidine), C([O-])([O-])=O.[K+].[K+] (potassium carbonate). Solvent: CC(CC(C)=O)C (4-methyl-2-pentanone). Yields the product Cl.Cl.FC1=CC=C(C=C1)C(=C1CCN(CC1)CCCN1CCN(CC1)C1=NC=CC=N1)C1=CC=C(C=C1)F (1-{3-[4-[Bis(4-fluorophenyl)methylene]piperidino]propyl}-4-(2-pyrimidinyl)piperazine dihydrochloride). RXN SMILES: [Cl:1][CH2:2][CH2:3][CH2:4][N:5]1[CH2:10][CH2:9][N:8]([C:11]2[N:16]=[CH:15][CH:14]=[CH:13][N:12]=2)[CH2:7][CH2:6]1.[F:17][C:18]1[CH:23]=[CH:22][C:21]([C:24]([C:31]2[CH:36]=[CH:35][C:34]([F:37])=[CH:33][CH:32]=2)=[C:25]2[CH2:30][CH2:29][NH:28][CH2:27][CH2:26]2)=[CH:20][CH:19]=1.C(=O)([O-])[O-].[K+].[K+].[I-].[K+]>CC(C)CC(=O)C>[ClH:1].[ClH:1].[F:37][C:34]1[CH:35]=[CH:36][C:31]([C:24]([C:21]2[CH:20]=[CH:19][C:18]([F:17])=[CH:23][CH:22]=2)=[C:25]2[CH2:30][CH2:29][N:28]([CH2:2][CH2:3][CH2:4][N:5]3[CH2:10][CH2:9][N:8]([C:11]4[N:16]=[CH:15][CH:14]=[CH:13][N:12]=4)[CH2:7][CH2:6]3)[CH2:27][CH2:26]2)=[CH:32][CH:33]=1 |f:2.3.4,5.6,8.9.10|. Procedure details: A mixture of 0.89 g of 1-(3-chloropropyl)-4-(2-pyrimidinyl)piperazine, 0.80 g of 4-[bis(4-fluorophenyl)methylene]piperidine and 0.51 g of potassium carbonate in 30 ml of 4-methyl-2-pentanone is brought to reflux for 48 hours in the presence of a trace of potassium iodide. The solvent is evaporated off and the residue is taken up in dichloromethane. The solution is washed with water. It is concentrated. The residue obtained is purified on a silica column using a mixture of dichloromethane and met...